This data is from the Open Reaction Database (ORD), a public repository of structured organic reaction records. The task is: describe an organic reaction: reactants, conditions, products, and yield Starting materials: O=C([O-])[O-], CCI, [K+], [K+], N#Cc1nc(Cl)cc(N)c1[N+](=O)[O-], CN(C)C=O. Yields the product CCNc1cc(Cl)nc(C#N)c1[N+](=O)[O-]. RXN SMILES: [C:1](=[O:2])([O-:3])[O-:4].[CH2:20]([CH3:21])[I:22].[K+:5].[K+:6].[NH2:7][c:8]1[c:9]([N+:17](=[O:18])[O-:19])[c:10]([C:15]#[N:16])[n:11][c:12]([Cl:14])[cH:13]1.[O:23]=[CH:24][N:25]([CH3:26])[CH3:27]>>[NH:7]([c:8]1[c:9]([N+:17](=[O:18])[O-:19])[c:10]([C:15]#[N:16])[n:11][c:12]([Cl:14])[cH:13]1)[CH2:20][CH3:21]. The reactants are II (iodine), O[PH2]=O (H3PO2), aqueous solution, [OH-].[Na+] (NaOH), ClC=1C=CC=2N(N1)C(=CN2)C(O)C=2C(=C1C=CC=NC1=CC2F)F ((rac)-(6-Chloro-imidazo[1,2-b]pyridazin-3-yl)-(5,7-difluoro-quinolin-6-yl)-methanol). Solvent: C(C)(=O)O (acetic acid). Run at temperature 150 celsius, time 5 minute. Yields the product ClC=1C=CC=2N(N1)C(=CN2)CC=2C(=C1C=CC=NC1=CC2F)F (6-(6-Chloro-imidazo[1,2-b]pyridazin-3-ylmethyl)-5,7-difluoro-quinoline). Reaction SMILES: [Cl:1][C:2]1[CH:3]=[CH:4][C:5]2[N:6]([C:8]([CH:11]([C:13]3[C:14]([F:24])=[C:15]4[C:20](=[CH:21][C:22]=3[F:23])[N:19]=[CH:18][CH:17]=[CH:16]4)O)=[CH:9][N:10]=2)[N:7]=1.II.O[PH2]=O.[OH-].[Na+]>C(O)(=O)C>[Cl:1][C:2]1[CH:3]=[CH:4][C:5]2[N:6]([C:8]([CH2:11][C:13]3[C:14]([F:24])=[C:15]4[C:20](=[CH:21][C:22]=3[F:23])[N:19]=[CH:18][CH:17]=[CH:16]4)=[CH:9][N:10]=2)[N:7]=1 |f:3.4|. Reported procedure: (rac)-(6-Chloro-imidazo[1,2-b]pyridazin-3-yl)-(5,7-difluoro-quinolin-6-yl)-methanol (Stage 171.3, 200 mg, 0.577 mmol) was dissolved in acetic acid (4.93 mL) and introduced in a microwave reactor together with iodine (439 mg, 1.731 mmol) and H3PO2 (0.47 mL of a 50% aqueous solution, 8.65 mmol). The RM was stirred under microwave irradiations at 150° C. for 5 min. It was basified by a 2.5 M NaOH solution and extracted twice with EtOAc. The organics were joined and washed with brine, dried over Na2...